From a dataset of the Open Reaction Database (ORD), a public repository of structured organic reaction records. describe an organic reaction: reactants, conditions, products, and yield Reaction SMILES: [F:1][C:2]1([F:24])[CH2:7][CH2:6][CH2:5][CH:4]([CH2:8][NH:9][C:10]([C:12]2[C:13]3[CH:14]=[CH:15][C:16](Cl)=[N:17][C:18]=3[CH:19]=[CH:20][C:21]=2[Cl:22])=[O:11])[CH2:3]1.CC[N:27]([CH:31]([CH3:33])C)[CH:28]([CH3:30])C.N1CC[CH:36]([CH:39]([OH:41])C)C1>>[F:1][C:2]1([F:24])[CH2:7][CH2:6][CH2:5][CH:4]([CH2:8][NH:9][C:10]([C:12]2[C:13]3[CH:14]=[CH:15][C:16]([N:27]4[CH2:28][CH2:30][CH:33]([CH2:36][CH2:39][OH:41])[CH2:31]4)=[N:17][C:18]=3[CH:19]=[CH:20][C:21]=2[Cl:22])=[O:11])[CH2:3]1. Starting materials: FC1(CC(CCC1)CNC(=O)C=1C=2C=CC(=NC2C=CC1Cl)Cl)F (2,6-dichloro-quinoline-5-carboxylic acid (3,3-difluoro-cyclohexylmethyl)-amide), CCN(C(C)C)C(C)C (DIPEA), N1CC(CC1)C(C)O (pyrrolidin-3-ylethanol). Reported procedure: The title compound was synthesized according to the procedure described in example 1 using 2,6-dichloro-quinoline-5-carboxylic acid (3,3-difluoro-cyclohexylmethyl)-amide, DIPEA and pyrrolidin-3-ylethanol. 1H NMR (400 MHz, DMSO-d6) δ ppm 8.72 (m, 1H), 7.75 (1H), 7.48 (2H), 6.96 (1H), 4.48 (1H), 3.79 (m, 1H), 3.66 (m, 1H), 3.49 (m, 2H), 3.34 (m, 1H), 3.23 (m, 2H), 3.09 (m, 1H), 2.44 (m, 1H), 2.12 (m, 1H), 2.06 (m, 2H), 1.85 (m, 2H), 1.77 (m, 2H), 1.60 (m, 4H), 1.27-1.30 (m, 2H). m/z: 452 [M+H] Yields the product FC1(CC(CCC1)CNC(=O)C=1C=2C=CC(=NC2C=CC1Cl)N1CC(CC1)CCO)F (6-Chloro-2-(3-hydroxyethyl-pyrrolidin-1-yl)-quinoline-5-carboxylic acid (3,3-difluoro-cyclohexylmethyl)-amide).